This data is from the Open Reaction Database (ORD), a public repository of structured organic reaction records. The task is: describe an organic reaction: reactants, conditions, products, and yield The reactants are COC(=O)NC(C(=O)O)C(c1ccccc1)c1ccccc1, CC(C)CN(C(CO)CCCN)S(=O)(=O)c1ccc(N)cc1. Product: COC(=O)NC(C(=O)NCCCC(CO)N(CC(C)C)S(=O)(=O)c1ccc(N)cc1)C(c1ccccc1)c1ccccc1. RXN SMILES: [CH3:1][O:2][C:3](=[O:4])[NH:5][CH:6]([C:7](=[O:8])[OH:9])[CH:10]([c:11]1[cH:12][cH:13][cH:14][cH:15][cH:16]1)[c:17]1[cH:18][cH:19][cH:20][cH:21][cH:22]1.[NH2:23][c:24]1[cH:25][cH:26][c:27]([S:30](=[O:31])(=[O:32])[N:33]([CH2:34][CH:35]([CH3:36])[CH3:37])[CH:38]([CH2:39][CH2:40][CH2:41][NH2:42])[CH2:43][OH:44])[cH:28][cH:29]1>>[CH3:1][O:2][C:3](=[O:4])[NH:5][CH:6]([C:7](=[O:9])[NH:42][CH2:41][CH2:40][CH2:39][CH:38]([N:33]([S:30]([c:27]1[cH:26][cH:25][c:24]([NH2:23])[cH:29][cH:28]1)(=[O:31])=[O:32])[CH2:34][CH:35]([CH3:36])[CH3:37])[CH2:43][OH:44])[CH:10]([c:11]1[cH:12][cH:13][cH:14][cH:15][cH:16]1)[c:17]1[cH:18][cH:19][cH:20][cH:21][cH:22]1. Starting materials: Cl.C(C)(C)(C)NCC(=O)C1=CC(=C(C=C1)O)O (3,4-dihydroxyphenyl tert-butylaminomethyl ketone hydrochloride), C[O-].[Na+] (sodium methoxide). Run in CN(C=O)C (N,N-dimethylformamide). Conditions: temperature 25 celsius, time 1 hour. Yields the product C(C)(C)(C)NCC(=O)C1=CC(=C(C=C1)OC(C(C)C)=O)OC(C(C)C)=O (3,4-bis(isobutyryloxy)phenyl tert-butylaminomethyl ketone). As a reaction SMILES: Cl.[C:2]([NH:6][CH2:7][C:8]([C:10]1[CH:15]=[CH:14][C:13]([OH:16])=[C:12]([OH:17])[CH:11]=1)=[O:9])([CH3:5])([CH3:4])[CH3:3].[CH3:18][O-:19].[Na+]>CN(C)C=O>[C:2]([NH:6][CH2:7][C:8]([C:10]1[CH:15]=[CH:14][C:13]([O:16][C:18](=[O:19])[CH:2]([CH3:4])[CH3:3])=[C:12]([O:17][C:8](=[O:9])[CH:10]([CH3:15])[CH3:11])[CH:11]=1)=[O:9])([CH3:5])([CH3:3])[CH3:4] |f:0.1,2.3|. Procedure details: To a mixture of 26 g. of 3,4-dihydroxyphenyl tert-butylaminomethyl ketone hydrochloride in 200 ml. of N,N-dimethylformamide under an atmosphere of nitrogen there was added 17 g. of sodium methoxide. By distillation under reduced pressure, 50 ml. of liquid was removed and the mixture was then cooled and under an atmosphere of nitrogen 25 g. of isobutyryl chloride was added rapidly at 5°-25° C. The reaction mixture was stirred at 25° C. for one hour and then was warmed to 70° C. and the solvent wa... The reactants are O-benzotriazolyltetramethylisouronium tetrafluoroborate, [N+](=O)([O-])C1=CC=C(C(=O)O)C=C1 (4-nitrobenzoic acid), C(C)(C)N(CC)C(C)C (diisopropylethylamine), CN1CCNCC1 (1-methylpiperazine). Solvent: CN(C)C=O (DMF), ClCCl (dichloromethane), [Na+].[Cl-] (NaCl). Conditions: temperature 3.5 celsius, time 8 hour. Product: CN1CCN(CC1)C(=O)C1=CC=C(C=C1)[N+](=O)[O-] ((4-Methylpiperazin-1-yl)(4-nitrophenyl)methanone). The yield is 56.0%. As a reaction SMILES: [N+:1]([C:4]1[CH:12]=[CH:11][C:7]([C:8]([OH:10])=O)=[CH:6][CH:5]=1)([O-:3])=[O:2].C(N(C(C)C)CC)(C)C.[CH3:22][N:23]1[CH2:28][CH2:27][NH:26][CH2:25][CH2:24]1>CN(C=O)C.ClCCl.[Na+].[Cl-]>[CH3:22][N:23]1[CH2:28][CH2:27][N:26]([C:8]([C:7]2[CH:6]=[CH:5][C:4]([N+:1]([O-:3])=[O:2])=[CH:12][CH:11]=2)=[O:10])[CH2:25][CH2:24]1 |f:5.6|. Procedure details: A mixture of 2.0 g of 4-nitrobenzoic acid (11.97 mmol), 10.42 mL of diisopropylethylamine (59.84 mmol) and 1.46 mL of 1-methylpiperazine (13.16 mmol) in 40 mL of DMF is cooled to 2-5°C. on an ice bath. 11.53 g (35.9 mmol) of O-benzotriazolyltetramethylisouronium tetrafluoroborate (TBTU, CAS No.=125700-67-6) are then added portionwise and the mixture is stirred at temperature overnight. The reaction mixture is diluted with dichloromethane and saturated aqueous NaCl solution. After separation of t... The reactants are OC12CC3CC(CC(C1)C3)C2 (1-hydroxyadamantane), C(C=C)(=O)O (acrylic acid), C1(=CC=C(C=C1)S(=O)O)C (p-toluene sulfinic acid), COC1=CC=C(C=C1)O (p-methoxyphenol), resultant mixture. The solvent is C1(=CC=CC=C1)C (toluene). Product: C(C=C)(=O)O.C12CC3CC(CC(C1)C3)C2 (adamantane monoacrylate). As a reaction SMILES: O[C:2]12[CH2:11][CH:6]3[CH2:7][CH:8]([CH2:10][CH:4]([CH2:5]3)[CH2:3]1)[CH2:9]2.[C:12]([OH:16])(=[O:15])[CH:13]=[CH2:14].C1(C)C=CC(S(O)=O)=CC=1.COC1C=CC(O)=CC=1>C1(C)C=CC=CC=1>[C:12]([OH:16])(=[O:15])[CH:13]=[CH2:14].[CH:2]12[CH2:11][CH:6]3[CH2:7][CH:8]([CH2:10][CH:4]([CH2:5]3)[CH2:3]1)[CH2:9]2 |f:5.6|. Procedure details: To 200 ml of toluene were added 0.1 mole of 1-hydroxyadamantane, 0.2 mole of acrylic acid, 0.06 mole of p-toluene sulfinic acid and 0.2 mole of p-methoxyphenol, and the resultant mixture was stirred at the reflux temperature to esterify reacted while collecting the provided water to the point where the amount of produced water reached the theoretical amount. The reaction product was neutralized by 10 parts by weight of sodium hydroxide solution, and the precipitate produced was separated by filt... Starting materials: CO, COC(=O)c1cc(OC)c(O)c(OC)c1. Product: COc1cc(C(=O)O)cc(OC)c1O. Reaction SMILES: [CH3:16][OH:17].[CH3:1][O:2][c:3]1[cH:4][c:5]([C:6](=[O:7])[O:8][CH3:9])[cH:10][c:11]([O:14][CH3:15])[c:12]1[OH:13]>>[CH3:1][O:2][c:3]1[cH:4][c:5]([C:6](=[O:7])[OH:8])[cH:10][c:11]([O:14][CH3:15])[c:12]1[OH:13]. Starting materials: C(N)(=S)OC[C@H](CO)C1=CC=CC=C1 ((S)-2-phenyl-1,3-propandiol monothiocarbamate), C(N)(=S)OCC(CO)C1=CC=CC=C1 (2-phenyl-1,3-propandiol monothiocarbamate). The product is C(N)(O)=O.C(N)(=S)C([C@H](CO)C1=CC=CC=C1)O ((S)-3-Thiocarbamoyl-2-phenyl-1,3-propandiol carbamate). RXN SMILES: [C:1]([O:4][CH2:5][C@@H:6]([C:9]1[CH:14]=[CH:13][CH:12]=[CH:11][CH:10]=1)[CH2:7][OH:8])(=S)[NH2:2].[C:15]([O:18]CC(C1C=CC=CC=1)CO)(=[S:17])[NH2:16]>>[C:1](=[O:4])([OH:18])[NH2:2].[C:15]([CH:5]([OH:4])[C@@H:6]([C:9]1[CH:10]=[CH:11][CH:12]=[CH:13][CH:14]=1)[CH2:7][OH:8])(=[S:17])[NH2:16] |f:2.3|. Procedure: Example V was repeated using as the starting material (S)-2-phenyl-1,3-propandiol monothiocarbamate prepared in Example IV, instead of 2-phenyl-1,3-propandiol monothiocarbamate racemate. The title compound thus obtained was tested for optical purity with a high pressure liquid chromatograph equipped with a column for separating optical isomers. Starting materials: O=C1N(C(C2=CC=CC=C12)=O)CCC1=CC(=NN1CCC)C#N (5-[2-(1,3-dioxo-1,3-dihydro-2H-isoindol-2-yl)ethyl]-1-propyl-1H-pyrazole-3-carbonitrile), S(=O)(O)[O-].[Na+] (sodium hydrogensulfite), C(C)(=O)[O-].[K+] (potassium acetate), BrBr (bromine). Run in C(C)(=O)O (acetic acid), O (Water), ClCCl (dichloromethane). Run at time 1 day. Yields the product BrC=1C(=NN(C1CCN1C(C2=CC=CC=C2C1=O)=O)CCC)C#N (4-bromo-5-[2-(1,3-dioxo-1,3-dihydro-2H-isoindol-2-yl)ethyl]-1-propyl-1H-pyrazole-3-carbonitrile). Isolated yield 97.4%. Reaction SMILES: [O:1]=[C:2]1[C:10]2[C:5](=[CH:6][CH:7]=[CH:8][CH:9]=2)[C:4](=[O:11])[N:3]1[CH2:12][CH2:13][C:14]1[N:18]([CH2:19][CH2:20][CH3:21])[N:17]=[C:16]([C:22]#[N:23])[CH:15]=1.C([O-])(=O)C.[K+].[Br:29]Br.S([O-])(O)=O.[Na+]>C(O)(=O)C.ClCCl.O>[Br:29][C:15]1[C:16]([C:22]#[N:23])=[N:17][N:18]([CH2:19][CH2:20][CH3:21])[C:14]=1[CH2:13][CH2:12][N:3]1[C:2](=[O:1])[C:10]2[C:5](=[CH:6][CH:7]=[CH:8][CH:9]=2)[C:4]1=[O:11] |f:1.2,4.5|. Procedure: To a solution of 5-[2-(1,3-dioxo-1,3-dihydro-2H-isoindol-2-yl)ethyl]-1-propyl-1H-pyrazole-3-carbonitrile (14.1 g, 45.7 mmol) and potassium acetate (6.73 g, 68.6 mmol) in acetic acid (91 mL) and dichloromethane (46 mL) was slowly added bromine (3.28 g, 64.0 mmol). The mixture was stirred for one day. Saturated aqueous sodium hydrogensulfite was added until the mixture became colorless, then the mixture was concentrated under reduced pressure to form a slurry. Water (450 mL) was added to the slurr... Starting materials: BrCC(=O)OC (methyl bromoacetate), [H-].[Na+] (Sodium hydride), oil, CC=1C=C(C=CC1)CN1C2=CC=CC(=C2C=2C(=CC(=CC12)C)O)C(N)=O (9-[(3-methylphenyl)methyl]-2-methyl-4-hydroxy-5-carbamoyl carbazole), resultant mixture. Run in C(C)(=O)OCC (ethyl acetate), CN(C)C=O (DMF), C1CCOC1 (THF). Run at time 10 minute. The product is CC=1C=C(C=CC1)CN1C2=CC=CC(=C2C=2C(=CC(=CC12)C)OCC(=O)OC)C(N)=O ({9-[(3-methylphenyl)methyl]-2-methyl-5-carbamoylcarbazol-4-yl}oxyacetic acid, methyl ester). Isolated yield 76.0%. As a reaction SMILES: [H-].[Na+].[CH3:3][C:4]1[CH:5]=[C:6]([CH2:10][N:11]2[C:23]3[CH:22]=[C:21]([CH3:24])[CH:20]=[C:19]([OH:25])[C:18]=3[C:17]3[C:12]2=[CH:13][CH:14]=[CH:15][C:16]=3[C:26](=[O:28])[NH2:27])[CH:7]=[CH:8][CH:9]=1.Br[CH2:30][C:31]([O:33][CH3:34])=[O:32]>CN(C=O)C.C1COCC1.C(OCC)(=O)C>[CH3:3][C:4]1[CH:5]=[C:6]([CH2:10][N:11]2[C:23]3[CH:22]=[C:21]([CH3:24])[CH:20]=[C:19]([O:25][CH2:30][C:31]([O:33][CH3:34])=[O:32])[C:18]=3[C:17]3[C:12]2=[CH:13][CH:14]=[CH:15][C:16]=3[C:26](=[O:28])[NH2:27])[CH:7]=[CH:8][CH:9]=1 |f:0.1|. Procedure details: 60% Sodium hydride in mineral oil (79.8 mg, 2.0 mM) was added to a solution of 9-[(3-methylphenyl)methyl]-2-methyl-4-hydroxy-5-carbamoyl carbazole (0.55 g, 1.60 mM) in 56 mL DMF and 12 ml THF. After 10 minutes, methyl bromoacetate (0.20 ml, 2.16 mM) was added and the resultant mixture stirred at room temperature for 1 hour. The mixture was diluted with ethyl acetate and washed with H2O. The aqueous layer was extracted with ethyl acetate. The combined organic layers were extracted with saturated ...